This data is from the Open Reaction Database (ORD), a public repository of structured organic reaction records. The task is: describe an organic reaction: reactants, conditions, products, and yield Reactants: [N+](=O)(O)[O-] (nitric acid), 100g, [O-]S(=O)(=O)[O-].[Ca+2] (Drierite), C1(=CC=CC=C1)C (toluene), [N+](=O)([O-])C1=CC=CC=C1 (Nitrobenzene). The solvent is C(Cl)(Cl)Cl (chloroform). Conditions: temperature 25 celsius. The product is [N+](=O)([O-])C1=C(C=CC=C1)C (nitrotoluene). Isolated yield 93.2%. Reaction SMILES: [O-]S([O-])(=O)=O.[Ca+2].[C:7]1([CH3:13])[CH:12]=[CH:11][CH:10]=[CH:9][CH:8]=1.[N+:14]([O-])([OH:16])=[O:15].[N+](C1C=CC=CC=1)([O-])=O>C(Cl)(Cl)Cl>[N+:14]([C:8]1[CH:9]=[CH:10][CH:11]=[CH:12][C:7]=1[CH3:13])([O-:16])=[O:15] |f:0.1|. Procedure details: A 100g portion of soluble anhydrite was added to a solution of 32.9g toluene in 100 ml chloroform. Then a 22.6g portion of anhydrous nitric acid was added to the dispersion over a 30-minute period. Stirring at 25°C was continued for an additional 2 1/2 hour period. Nitrobenzene was added before the last half hour period and was used as the internal standard. Gas chromatographic analysis showed a 93.2% yield of nitrotoluene with the proportion being 49.1% ortho, 2.1% meta, and 48.8% para. The reactants are CCOC(=O)C(NC(=O)OC(C)(C)C)C1C(CN=[N+]=[N-])C1C(=O)OCC, CCOC(C)=O, O=[Pt]=O, O=C(Cl)Cc1ccccc1. Yields the product CCOC(=O)C(NC(=O)OC(C)(C)C)C1C(CNC(=O)Cc2ccccc2)C1C(=O)OCC. As a reaction SMILES: [C:1]([CH3:2])([CH3:3])([CH3:4])[O:5][C:6](=[O:7])[NH:8][CH:9]([C:10](=[O:11])[O:12][CH2:13][CH3:14])[CH:15]1[CH:16]([C:22](=[O:23])[O:24][CH2:25][CH3:26])[CH:17]1[CH2:18][N:19]=[N+:20]=[N-:21].[CH3:37][CH2:38][O:39][C:40](=[O:41])[CH3:42].[Pt:43](=[O:44])=[O:45].[c:27]1([CH2:33][C:34](=[O:35])[Cl:36])[cH:28][cH:29][cH:30][cH:31][cH:32]1>>[C:1]([CH3:2])([CH3:3])([CH3:4])[O:5][C:6](=[O:7])[NH:8][CH:9]([C:10](=[O:11])[O:12][CH2:13][CH3:14])[CH:15]1[CH:16]([C:22](=[O:23])[O:24][CH2:25][CH3:26])[CH:17]1[CH2:18][NH:19][C:34]([CH2:33][c:27]1[cH:28][cH:29][cH:30][cH:31][cH:32]1)=[O:35]. Starting materials: BrC=1C=CC=C2CCCC(C12)O (8-bromo-1,2,3,4-tetrahydronaphthalen-1-ol), ClCCl (dichloromethane), C=1C=C[NH+]=CC1.[O-][Cr](=O)(=O)Cl (PCC). Reaction conditions: time 5 hour. Yields the product BrC=1C=CC=C2CCCC(C12)=O (8-bromo-3,4-dihydronaphthalen-1(2H)-one). As a reaction SMILES: [Br:1][C:2]1[CH:3]=[CH:4][CH:5]=[C:6]2[C:11]=1[CH:10]([OH:12])[CH2:9][CH2:8][CH2:7]2.ClCCl.C1C=C[NH+]=CC=1.[O-][Cr](Cl)(=O)=O>>[Br:1][C:2]1[CH:3]=[CH:4][CH:5]=[C:6]2[C:11]=1[C:10](=[O:12])[CH2:9][CH2:8][CH2:7]2 |f:2.3|. Procedure: To a solution of 56.0 g (250 mmol) of 8-bromo-1,2,3,4-tetrahydronaphthalen-1-ol in 3500 ml of dichloromethane 265 g (1.23 mol) of PCC was added. The resulting mixture was stirred at room temperature for 5 h, then passed through a silica gel pad (500 ml), and evaporated to dryness. Yield 47.6 g (88%) of a colorless solid. Anal. Calc for C10H9BrO: C, 53.36; H, 4.03. Found: C, 53.44; H, 4.19. 1H NMR (CDCl3): δ 7.53 (m, 1H, 7-H); 7.18-7.22 (m, 2H, 5,6-H); 2.95 (t, J=6.1 Hz, 2H, 4,4′-H); 2.67 (t, J=6... Starting materials: CCCCCn1c2nc[nH]c2c(=O)n2c(CCN(Cc3ccccc3)C(=O)[O-])nnc12, CO. The product is CCCCCn1c2nc[nH]c2c(=O)n2c(CCN)nnc12. RXN SMILES: [CH2:1]([c:5]1[cH:6][cH:7][cH:9][cH:10][cH:11]1)[N:8]([C:2](=[O:3])[O-:4])[CH2:12][CH2:13][c:14]1[n:15][n:16][c:17]2[n:18]1[c:19](=[O:31])[c:20]1[nH:21][cH:22][n:23][c:24]1[n:25]2[CH2:26][CH2:27][CH2:28][CH2:29][CH3:30].[CH3:32][OH:33]>>[NH2:8][CH2:12][CH2:13][c:14]1[n:15][n:16][c:17]2[n:18]1[c:19](=[O:31])[c:20]1[nH:21][cH:22][n:23][c:24]1[n:25]2[CH2:26][CH2:27][CH2:28][CH2:29][CH3:30]. Starting materials: OC1=C(C(=O)N[C@@H](CC2=CC=CC=C2)C(=O)O)C=C(C=C1Cl)Cl (N-(2-hydroxy-3,5-dichlorobenzoyl)-L-phenylalanine), ClC1=C(C(C(=O)O)=CC(=C1)Cl)O (3,5-dichlorosalicylic acid), C(C)(=O)OC(C)=O (acetic anhydride). Product: C(C)(=O)OC1=C(C(=O)O)C=C(C=C1Cl)Cl (2-acetoxy-3,5-dichlorobenzoic acid). Reaction SMILES: [OH:1][C:2]1C(Cl)=CC(Cl)=C[C:3]=1C(N[C@H](C(O)=O)CC1C=CC=CC=1)=O.[Cl:24][C:25]1[CH:33]=[C:32]([Cl:34])[CH:31]=[C:27]([C:28]([OH:30])=[O:29])[C:26]=1[OH:35].C(OC(=O)C)(=O)C>>[C:2]([O:35][C:26]1[C:25]([Cl:24])=[CH:33][C:32]([Cl:34])=[CH:31][C:27]=1[C:28]([OH:30])=[O:29])(=[O:1])[CH3:3]. Procedure: In one non-limiting example of a synthesis method for N-(2-hydroxy-3,5-dichlorobenzoyl)-L-phenylalanine, synthesis begins with reaction of 3,5-dichlorosalicylic acid with acetic anhydride to obtain 2-acetoxy-3,5-dichlorobenzoic acid which in turn is converted into the acid chloride by the action of oxalyl chloride. The 2-acetoxy-3,5-dichlorobenzoic acid chloride is then reacted in situ with phenylalanine ethyl ester hydrochloride, in the presence of triethylamine, to yield ethyl ester of N-(2-ac... Starting materials: CN1C(=O)C[C@](C)(N/C/1=N/C(=O)OC(C)(C)C)c2cc(Br)cs2, CC1(C)OB(OC1(C)C)c2cccc(c2)C3(CC3)NC(=O)OCc4ccccc4. The reagents and catalysts are CCN=P(N=P(N(C)C)(N(C)C)N(C)C)(N(C)C)N(C)C (P2-Et), CC(C)c1cc(C(C)C)c(-c2ccccc2[PH](C(C)(C)C)(C(C)(C)C)[Pd]2(OS(C)(=O)=O)Nc3ccccc3-c3ccccc32)c(C(C)C)c1 (tBuXphos G3). Run in CS(C)=O (DMSO), O (water), CS(C)=O (DMSO), CS(C)=O (DMSO), CS(C)=O (DMSO). Conditions: time 22 hour. The product is CN1C(=O)C[C@](C)(N/C/1=N/C(=O)OC(C)(C)C)c2cc(cs2)c3cccc(c3)C4(CC4)NC(=O)OCc5ccccc5, CN1C(=O)C[C@](C)(N/C/1=N/C(=O)OC(C)(C)C)c2cc(Br)cs2, c1ccc(-c2ccccc2)cc1. Reactants: [N+](#[C-])CC(=O)OC (methyl isocyanoacetate), C1CCC2=NCCCN2CC1 (DBU), C(C)(=O)OC(C)=O (acetic anhydride). Run in C1CCOC1 (THF), C1CCOC1 (THF). Conditions: temperature 0 celsius, time 12 hour. The product is CC1=C(N=CO1)C(=O)OC (Methyl 5-methyoxazole-4-carboxylate). RXN SMILES: [N+:1]([CH2:3][C:4]([O:6][CH3:7])=[O:5])#[C-:2].C1CCN2C(=NCCC2)CC1.[C:19](OC(=O)C)(=[O:21])[CH3:20]>C1COCC1>[CH3:20][C:19]1[O:21][CH:2]=[N:1][C:3]=1[C:4]([O:6][CH3:7])=[O:5]. Reported procedure: A stirred mixture of methyl isocyanoacetate (7.0 g, 70 mmol, 1 eq) and DBU (10.06 g, 70 mmol, 1 eq) in THF was cooled to 0° C., and a solution of acetic anhydride (7.14 g, 70 mmol, 1 eq) in THF was added dropwise over 15 min. The reaction mixture was stirred for 12 h at room temperature. The solvent was removed by Rota-vapor and water was added. The mixture was extracted with EtOAc. The crude product was purified by silica gel (230-400) column chromatography using 30% EtOAc/hexane. Yield: 6.8 g ...